Dataset: the Open Reaction Database (ORD), a public repository of structured organic reaction records. Task: describe an organic reaction: reactants, conditions, products, and yield The reactants are CC1CN(CC=CC(=O)Nc2cc3c(Nc4ccc(F)c(Cl)c4)ncnc3cc2OCC2CC2)CC(=O)O1, Cl, [Na+], [OH-], O. The product is CC(O)CN(CC=CC(=O)Nc1cc2c(Nc3ccc(F)c(Cl)c3)ncnc2cc1OCC1CC1)CC(=O)O. As a reaction SMILES: [Cl:1][c:2]1[cH:3][c:4]([NH:9][c:10]2[n:11][cH:12][n:13][c:14]3[cH:15][c:16]([O:34][CH2:35][CH:36]4[CH2:37][CH2:38]4)[c:17]([NH:20][C:21]([CH:22]=[CH:23][CH2:24][N:25]4[CH2:26][C:27](=[O:32])[O:28][CH:29]([CH3:31])[CH2:30]4)=[O:33])[cH:18][c:19]23)[cH:5][cH:6][c:7]1[F:8].[ClH:39].[Na+:41].[OH-:40].[OH2:42]>>[Cl:1][c:2]1[cH:3][c:4]([NH:9][c:10]2[n:11][cH:12][n:13][c:14]3[cH:15][c:16]([O:34][CH2:35][CH:36]4[CH2:37][CH2:38]4)[c:17]([NH:20][C:21]([CH:22]=[CH:23][CH2:24][N:25]([CH2:26][C:27]([OH:28])=[O:32])[CH2:30][CH:29]([CH3:31])[OH:40])=[O:33])[cH:18][c:19]23)[cH:5][cH:6][c:7]1[F:8]. Starting materials: ClC(C(=O)OC)=O (Methyl chlorooxoacetate), BrC=1C=C2CCCN3C2=C(C1)CC3 (8-bromo-1,2,5,6-tetrahydro-4H-pyrrolo[3,2,1-ij]quinoline), C(CCC)[Li] (n-butyllithium), [Cu]C#N (copper (I) cyanide), C([O-])(O)=O.[Na+] (sodium bicarbonate). The solvent is ClCCl (Dichloromethane), O (Water), O1CCCC1 (tetrahydrofuran). Run at temperature -78 celsius, time 20 minute. Product: COC(C(C=1C=C2CCCN3C2=C(C1)CC3)=O)=O (oxo-(1,2,5,6-tetrahydro-4H-pyrrolo[3,2,1-ij]quinolin-8-yl)-acetic acid methyl ester). Yield: 85.6%. As a reaction SMILES: Br[C:2]1[CH:3]=[C:4]2[C:9]3=[C:10]([CH2:12][CH2:13][N:8]3[CH2:7][CH2:6][CH2:5]2)[CH:11]=1.C([Li])CCC.[Cu]C#N.Cl[C:23](=[O:28])[C:24]([O:26][CH3:27])=[O:25].C(=O)(O)[O-].[Na+]>O1CCCC1.ClCCl.O>[CH3:27][O:26][C:24](=[O:25])[C:23](=[O:28])[C:2]1[CH:3]=[C:4]2[C:9]3=[C:10]([CH2:12][CH2:13][N:8]3[CH2:7][CH2:6][CH2:5]2)[CH:11]=1 |f:4.5|. Procedure details: A solution 8-bromo-1,2,5,6-tetrahydro-4H-pyrrolo[3,2,1-ij]quinoline (9.53 g, 40.0 mmol) in anhydrous tetrahydrofuran (317 ml) cooled to −78° C. was treated with n-butyllithium (36.1 ml, 90.1 mmol; 2.5M solution in hexanes) then stirred for 20 minutes. The reaction was treated with copper (I) cyanide (10.88 g, 120.1 mmol) then allowed to warm to between 0 and 10° C. before cooling back to −78° C. Methyl chlorooxoacetate (11.1 ml, 120.7 mmol) was added and the mixture was allowed to warm to room t... The reactants are Cl.N(C1=CC=CC=C1)C1=CC(=NC2=CC=C3C(=C12)NC=N3)C (9-Anilino-7-methyl-1H-imidazo[4,5-f]quinoline Hydrochloride), IC1=CC=C(N)C=C1 (4-iodoaniline), brown crystals. The solvent is C(C)O (ethanol). The product is Cl.IC1=CC=C(NC2=CC(=NC3=CC=C4C(=C23)NC=N4)C)C=C1 (9-(4-Iodoanilino)-7-methyl-1H-imidazo[4,5-f]quinoline Hydrochloride). Reaction SMILES: [ClH:1].[NH:2]([C:9]1[C:18]2[C:13](=[CH:14][CH:15]=[C:16]3[N:21]=[CH:20][NH:19][C:17]3=2)[N:12]=[C:11]([CH3:22])[CH:10]=1)[C:3]1[CH:8]=[CH:7][CH:6]=[CH:5][CH:4]=1.[I:23]C1C=CC(N)=CC=1>C(O)C>[ClH:1].[I:23][C:6]1[CH:7]=[CH:8][C:3]([NH:2][C:9]2[C:18]3[C:13](=[CH:14][CH:15]=[C:16]4[N:21]=[CH:20][NH:19][C:17]4=3)[N:12]=[C:11]([CH3:22])[CH:10]=2)=[CH:4][CH:5]=1 |f:0.1,4.5|. Procedure details: A 500 ml., 3-neck, r.b. flask fitted with stirrer, condenser and thermometer was charged with the compound of Example I, C. (24.8 g., 0.114 mole), 4-iodoaniline (25 g., 0.114 mole) and ethanol (300 ml.). The mixture was stirred and heated overnight. The mixture was concentrated to dryness by rotary evaporator and the residue was collected and dried at 100°C to yield 49 g. (97.7%) brown crystals, m.p. 296°-305°C. Recrystallization from ethanol gave m.p. 313°-315°C. Starting materials: C1(CCCC1)N1CCN(CC1)C(=O)C=1C=C2C=C(NC2=CC1)C(=O)N1CCC(CC1)(F)F ([5-(4-Cyclopentyl-piperazine-1-carbonyl)-1H-indol-2-yl]-(4,4-difluoro-piperidin-1-yl)-methanone), COC=1C=C(C=CC1)B(O)O (3-methoxyphenylboronic acid), N1=CC=CC=C1 (pyridine). The reagents and catalysts are C(C)(=O)[O-].[Cu+2].C(C)(=O)[O-] (copper(II) acetate). Run in ClCCl (dichloromethane). Product: C1(CCCC1)N1CCN(CC1)C(=O)C=1C=C2C=C(N(C2=CC1)C1=CC(=CC=C1)OC)C(=O)N1CCC(CC1)(F)F ([5-(4-Cyclopentyl-piperazine-1-carbonyl)-1-(3-methoxy-phenyl)-1H-indol-2-yl]-(4,4-difluoro-piperidin-1-yl)-methanone). The yield is 73.0%. RXN SMILES: [CH:1]1([N:6]2[CH2:11][CH2:10][N:9]([C:12]([C:14]3[CH:15]=[C:16]4[C:20](=[CH:21][CH:22]=3)[NH:19][C:18]([C:23]([N:25]3[CH2:30][CH2:29][C:28]([F:32])([F:31])[CH2:27][CH2:26]3)=[O:24])=[CH:17]4)=[O:13])[CH2:8][CH2:7]2)[CH2:5][CH2:4][CH2:3][CH2:2]1.[CH3:33][O:34][C:35]1[CH:36]=[C:37](B(O)O)[CH:38]=[CH:39][CH:40]=1.N1C=CC=CC=1>ClCCl.C([O-])(=O)C.[Cu+2].C([O-])(=O)C>[CH:1]1([N:6]2[CH2:7][CH2:8][N:9]([C:12]([C:14]3[CH:15]=[C:16]4[C:20](=[CH:21][CH:22]=3)[N:19]([C:39]3[CH:38]=[CH:37][CH:36]=[C:35]([O:34][CH3:33])[CH:40]=3)[C:18]([C:23]([N:25]3[CH2:26][CH2:27][C:28]([F:31])([F:32])[CH2:29][CH2:30]3)=[O:24])=[CH:17]4)=[O:13])[CH2:10][CH2:11]2)[CH2:5][CH2:4][CH2:3][CH2:2]1 |f:4.5.6|. Reported procedure: The title compound was synthesized in analogy to example 66, from [5-(4-cyclopentyl-piperazine-1-carbonyl)-1H-indol-2-yl]-(4,4-difluoro-piperidin-1-yl)-methanone (example 8), 3-methoxyphenylboronic acid, copper(II) acetate and pyridine in dichloromethane, to give the desired product as a white foam (73%). The reactants are NC1(CCCC1)C#N (1-amino-1-cyanocyclopentane), C(=O)O (formic acid). Run in O (water). Run at time 3 hour. Yields the product C(#N)C1(CCCC1)NC=O (1-cyano-1-formylaminocyclopentane). Reaction SMILES: [NH2:1][C:2]1([C:7]#[N:8])[CH2:6][CH2:5][CH2:4][CH2:3]1.[CH:9](O)=[O:10]>O>[C:7]([C:2]1([NH:1][CH:9]=[O:10])[CH2:6][CH2:5][CH2:4][CH2:3]1)#[N:8]. Procedure: 11.0 g (0.1 mol) of 1-amino-1-cyanocyclopentane and 10 ml of 85% formic acid were placed in an apparatus equipped with water-separatory distillation head and boiled for 3 hours. The reaction mixture was then evaporated to constant weight in vacuo. Starting materials: N1=CNC2=C1C=CC=C2 (benzimidazole), [H-].[Na+] (sodium hydride), O (Water), BrCC1=CC=NC2=C(C=CC=C12)NC(C1=C(C=CC=C1Cl)Cl)=O (4-bromomethyl-8-(2,6-dichlorobenzoylamino)quinoline). Run in CN(C=O)C (N,N-dimethylformamide). Run at time 1 hour. Yields the product N1(C=NC2=C1C=CC=C2)CC2=CC=NC1=C(C=CC=C21)NC(C2=C(C=CC=C2Cl)Cl)=O (4-(1H-benzimidazol-1-ylmethyl)-8-(2,6-dichlorobenzoylamino)quinoline). Yield: 74.5%. Reaction SMILES: [N:1]1[C:5]2[CH:6]=[CH:7][CH:8]=[CH:9][C:4]=2[NH:3][CH:2]=1.[H-].[Na+].Br[CH2:13][C:14]1[C:23]2[C:18](=[C:19]([NH:24][C:25](=[O:34])[C:26]3[C:31]([Cl:32])=[CH:30][CH:29]=[CH:28][C:27]=3[Cl:33])[CH:20]=[CH:21][CH:22]=2)[N:17]=[CH:16][CH:15]=1.O>CN(C)C=O>[N:1]1([CH2:13][C:14]2[C:23]3[C:18](=[C:19]([NH:24][C:25](=[O:34])[C:26]4[C:31]([Cl:32])=[CH:30][CH:29]=[CH:28][C:27]=4[Cl:33])[CH:20]=[CH:21][CH:22]=3)[N:17]=[CH:16][CH:15]=2)[C:5]2[CH:6]=[CH:7][CH:8]=[CH:9][C:4]=2[N:3]=[CH:2]1 |f:1.2|. Reported procedure: To a stirred solution of benzimidazole (26.5 mg) in N,N-dimethylformamide (1 ml) was added sodium hydride (60% in oil, 8.6 mg) in an ice bath, and the mixture was stirred at the same temperature for half an hour. To this mixture was added 4-bromomethyl-8-(2,6-dichlorobenzoylamino)quinoline (80 mg) one portion, and the reaction mixture was stirred at the same temperature for half an hour and then at ambient temperature for one hour. Water was added thereto, and the resulting precipitate was colle... The reactants are [N+](=O)([O-])C=1C=C(C(=O)O)C=C(C1C1=CC=CC=C1)S(N)(=O)=O (3-nitro-4-phenyl-5-sulfamylbenzoic acid). Solvent: C(C)(=O)O (acetic acid), [Pd] (palladium). Yields the product NC=1C=C(C(=O)O)C=C(C1C1=CC=CC=C1)S(N)(=O)=O (3-amino-4-phenyl-5-sulfamylbenzoic acid). RXN SMILES: [N+:1]([C:4]1[CH:5]=[C:6]([CH:10]=[C:11]([S:19](=[O:22])(=[O:21])[NH2:20])[C:12]=1[C:13]1[CH:18]=[CH:17][CH:16]=[CH:15][CH:14]=1)[C:7]([OH:9])=[O:8])([O-])=O>C(O)(=O)C.[Pd]>[NH2:1][C:4]1[CH:5]=[C:6]([CH:10]=[C:11]([S:19](=[O:22])(=[O:21])[NH2:20])[C:12]=1[C:13]1[CH:18]=[CH:17][CH:16]=[CH:15][CH:14]=1)[C:7]([OH:9])=[O:8]. Procedure details: To a solution of 3-nitro-4-phenyl-5-sulfamylbenzoic acid (8.5 g) in acetic acid (100 ml), palladium (10%) on carbon (1.5 g) is added, and the mixture is hydrogenated. After 2-2.5 hours the theoretical amount of hydrogen has been absorbed, and the hydrogen uptake has subsided. The catalyst is removed by filtration, and the filtrate is evaporated in vacuo. The residue is recrystallized from acetic acid to give 3-amino-4-phenyl-5-sulfamylbenzoic acid with a melting point of 232.5°-237° C. The reactants are [BH4-], CCOC(=O)CC(=O)C=Cc1ccccc1C, CCO, [Na+], O. Yields the product CCOC(=O)CC(O)C=Cc1ccccc1C. As a reaction SMILES: [BH4-:18].[CH3:1][c:2]1[c:3]([CH:8]=[CH:9][C:10]([CH2:11][C:12](=[O:13])[O:14][CH2:15][CH3:16])=[O:17])[cH:4][cH:5][cH:6][cH:7]1.[CH3:20][CH2:21][OH:22].[Na+:19].[OH2:23]>>[CH3:1][c:2]1[c:3]([CH:8]=[CH:9][CH:10]([CH2:11][C:12](=[O:13])[O:14][CH2:15][CH3:16])[OH:17])[cH:4][cH:5][cH:6][cH:7]1. Reactants: C(C)OC(=O)C1CCC2CCC(N12)=O (hexahydro-5-oxo-1H-pyrrolizine-3 carboxylic acid ethyl ester), C[C@@H]1N([C@@H](CCC1)C)CCCN (cis-3-[2,6-dimethylpiperidinyl]propylamine). Run at temperature 80 celsius. Product: CC1N(C(CCC1)C)CCCNC(=O)C1CCC2CCC(N12)=O (N-[3-[2,6-dimethyl-1-piperidinyl]propyl]hexahydro-5 oxo1H-pyrrolizine-3-carboxamide). As a reaction SMILES: C(O[C:4]([CH:6]1[N:13]2[CH:9]([CH2:10][CH2:11][C:12]2=[O:14])[CH2:8][CH2:7]1)=[O:5])C.[CH3:15][C@H:16]1[CH2:21][CH2:20][CH2:19][C@@H:18]([CH3:22])[N:17]1[CH2:23][CH2:24][CH2:25][NH2:26]>>[CH3:15][CH:16]1[CH2:21][CH2:20][CH2:19][CH:18]([CH3:22])[N:17]1[CH2:23][CH2:24][CH2:25][NH:26][C:4]([CH:6]1[N:13]2[CH:9]([CH2:10][CH2:11][C:12]2=[O:14])[CH2:8][CH2:7]1)=[O:5]. Reported procedure: A solution of hexahydro-5-oxo-1H-pyrrolizine-3 carboxylic acid ethyl ester (5.0 g, 0.0254 mol) in cis-3-[2,6-dimethylpiperidinyl]propylamine (34 g, 0.2 mol) is stirred at room temperature 24 hours and heated at 80° C. for 24 hours. The solution is concentrated at reduced pressure and distilled to yield N-[3-[2,6-dimethyl-1-piperidinyl]propyl]hexahydro-5 oxo1H-pyrrolizine-3-carboxamide.